This data is from the Open Reaction Database (ORD), a public repository of structured organic reaction records. The task is: describe an organic reaction: reactants, conditions, products, and yield Starting materials: C[C@H](CC#CC(C)(O[Si](C)(C)C)C)[C@@H]1[C@]2(CCCC([C@@H]2CCC1)=O)C ((4aR,5R,8aR)-5-((R)-1,5-dimethyl-5-trimethylsilanyloxy-hex-3-ynyl)-4a-methyl-octahydro-naphthalen-1-one), ice KH2PO4, [Si](C)(C)(C(C)(C)C)O[C@@H]1CC(C[C@H](C1)O[Si](C)(C)C(C)(C)C)=CCP(C1=CC=CC=C1)(C1=CC=CC=C1)=O ((3R,5R)-[2-[3,5-bis-(t-butyldimethylsilanyloxy)-cyclohexylidene]-ethyl]-diphenyl-phosphine oxide), [Li]CCCC (nBuLi). Run in C1CCOC1 (THF), C1CCOC1 (THF). Conditions: time 0.5 hour. Yields the product C(C)(C)(C)[Si](O[C@@H]1CC(C[C@H](C1)O[Si](C)(C)C(C)(C)C)=C\C=C\1/CCC[C@@]2([C@H](CCC[C@@H]12)[C@@H](CC#CC(C)(O[Si](C)(C)C)C)C)C)(C)C ((4aR,5R,8aS)-1-{(E)-2-[(3R,5R)-3,5-Bis-(tert-butyl-dimethyl-silanyloxy)-cyclohexylidene]-ethylidene}-5-((R)-1,5-dimethyl-5-trimethylsilanyloxy-hex-3-ynyl)-4a-methyl-decahydro-naphthalene), ketone. RXN SMILES: [Si:1]([O:8][C@H:9]1[CH2:14][C@H:13]([O:15][Si:16]([C:19]([CH3:22])([CH3:21])[CH3:20])([CH3:18])[CH3:17])[CH2:12][C:11](=[CH:23][CH2:24]P(=O)(C2C=CC=CC=2)C2C=CC=CC=2)[CH2:10]1)([C:4]([CH3:7])([CH3:6])[CH3:5])([CH3:3])[CH3:2].[Li]CCCC.[CH3:44][C@@H:45]([C@H:57]1[CH2:66][CH2:65][CH2:64][C@@H:63]2[C@:58]1([CH3:68])[CH2:59][CH2:60][CH2:61][C:62]2=O)[CH2:46][C:47]#[C:48][C:49]([CH3:56])([O:51][Si:52]([CH3:55])([CH3:54])[CH3:53])[CH3:50]>C1COCC1>[C:4]([Si:1]([CH3:2])([CH3:3])[O:8][C@H:9]1[CH2:14][C@H:13]([O:15][Si:16]([C:19]([CH3:22])([CH3:20])[CH3:21])([CH3:17])[CH3:18])[CH2:12][C:11](=[CH:23]/[CH:24]=[C:62]2\[CH2:61][CH2:60][CH2:59][C@@:58]3([CH3:68])[C@H:63]\2[CH2:64][CH2:65][CH2:66][C@@H:57]3[C@H:45]([CH3:44])[CH2:46][C:47]#[C:48][C:49]([CH3:56])([O:51][Si:52]([CH3:53])([CH3:54])[CH3:55])[CH3:50])[CH2:10]1)([CH3:5])([CH3:6])[CH3:7]. Reported procedure: 590 mg (1.03 mmol) of carefully dried (3R,5R)-[2-[3,5-bis-(t-butyldimethylsilanyloxy)-cyclohexylidene]-ethyl]-diphenyl-phosphine oxide (Tetrahedron Lett. 32, 7663 (1991)) was dissolved in 5 ml of abs. THF and treated at -78° with 0.644 ml of nBuLi (1.6M, hexane). 15 Minutes later, 187 mg (5.15 mmol) of (4aR,5R,8aR)-5-((R)-1,5-dimethyl-5-trimethylsilanyloxy-hex-3-ynyl)-4a-methyl-octahydro-naphthalen-1-one, dissolved in 0.5 ml of abs. THF, was added to the deep red solution and kept for 0.5 h at -... Starting materials: [BH4-], CO, Cl, Cc1cc(OCCCS(C)(=O)=O)c(F)c(C)c1-c1cccc(C=O)c1, [Na+], C1CCOC1. Product: Cc1cc(OCCCS(C)(=O)=O)c(F)c(C)c1-c1cccc(CO)c1. As a reaction SMILES: [BH4-:28].[CH3:26][OH:27].[ClH:30].[F:1][c:2]1[c:3]([CH3:25])[c:4](-[c:17]2[cH:18][c:19]([CH:23]=[O:24])[cH:20][cH:21][cH:22]2)[c:5]([CH3:16])[cH:6][c:7]1[O:8][CH2:9][CH2:10][CH2:11][S:12](=[O:13])(=[O:14])[CH3:15].[Na+:29].[O:31]1[CH2:32][CH2:33][CH2:34][CH2:35]1>>[F:1][c:2]1[c:3]([CH3:25])[c:4](-[c:17]2[cH:18][c:19]([CH2:23][OH:24])[cH:20][cH:21][cH:22]2)[c:5]([CH3:16])[cH:6][c:7]1[O:8][CH2:9][CH2:10][CH2:11][S:12](=[O:13])(=[O:14])[CH3:15]. The reactants are ClC1=CC(=C(C=C1)C1=NN(C(=C1)OC(F)F)C)Cl (1,3-dichloro-4-(5-difluoromethoxy-1-methyl-1H-pyrazol-3-yl)benzene), [N+](=O)(O)[O-] (nitric acid). Run in S(O)(O)(=O)=O (sulfuric acid). Run at time 1 hour. The product is ClC1=C(C=C(C(=C1)Cl)C1=NN(C(=C1)OC(F)F)C)[N+](=O)[O-] (2,4-Dichloro-5-(5-difluoromethoxy-1-methyl-1H-pyrazol-3-yl)nitrobenzene). RXN SMILES: [Cl:1][C:2]1[CH:7]=[CH:6][C:5]([C:8]2[CH:12]=[C:11]([O:13][CH:14]([F:16])[F:15])[N:10]([CH3:17])[N:9]=2)=[C:4]([Cl:18])[CH:3]=1.[N+:19]([O-])([OH:21])=[O:20]>S(=O)(=O)(O)O>[Cl:1][C:2]1[CH:3]=[C:4]([Cl:18])[C:5]([C:8]2[CH:12]=[C:11]([O:13][CH:14]([F:16])[F:15])[N:10]([CH3:17])[N:9]=2)=[CH:6][C:7]=1[N+:19]([O-:21])=[O:20]. Reported procedure: 3.0 g (10.2 mmol) of 1,3-dichloro-4-(5-difluoromethoxy-1-methyl-1H-pyrazol-3-yl)benzene were dissolved in 10 ml of concentrated sulfuric acid. At 0° C., 0.7 g (11.2 mmol) of 100% strength nitric acid was added dropwise, and the mixture was then stirred at 0° C.-10° C. for 1 h. The reaction mixture was then poured onto ice and the precipitate was filtered off with suction, washed with 100 ml of water and dried. This gave 3.24 g of the nitrobenzene as a yellow solid of melting point 134-137° C.